From a dataset of the Open Reaction Database (ORD), a public repository of structured organic reaction records. describe an organic reaction: reactants, conditions, products, and yield Reactants: ClC=1C=NC=C(C1I)F (3-chloro-5-fluoro-4-iodo-pyridine), CCN(C(C)C)C(C)C (DIPEA), N1CCC(CC1)O (piperidin-4-ol). The solvent is CN1CCCC1=O (NMP), C(C)(=O)OCC (ethyl acetate). Run at temperature 120 celsius. Yields the product ClC=1C=NC=C(C1N1CCC(CC1)O)F (1-(3-chloro-5-fluoro-4-pyridyl)piperidin-4-ol). As a reaction SMILES: [Cl:1][C:2]1[CH:3]=[N:4][CH:5]=[C:6]([F:9])[C:7]=1I.CCN(C(C)C)C(C)C.[NH:19]1[CH2:24][CH2:23][CH:22]([OH:25])[CH2:21][CH2:20]1>CN1C(=O)CCC1.C(OCC)(=O)C>[Cl:1][C:2]1[CH:3]=[N:4][CH:5]=[C:6]([F:9])[C:7]=1[N:19]1[CH2:24][CH2:23][CH:22]([OH:25])[CH2:21][CH2:20]1. Reported procedure: To a solution of 3-chloro-5-fluoro-4-iodo-pyridine (1 g, 3.885 mmol) in NMP (1 mL) was added DIPEA (753.1 mg, 1.015 mL, 5.828 mmol) and piperidin-4-ol (589.4 mg, 5.828 mmol) and the mixture heated to 120° C. for 4 hours. The mixture was diluted with ethyl acetate (30 ml), washed twice with water (20 ml) and with brine. The organic layer was dried with MgSO4 and concentrated in vacuo to a yellow solid that was purified by column chromatography using DCM and then 2% MeOH/DCM as eluent, yielding 1-...